From a dataset of the Open Reaction Database (ORD), a public repository of structured organic reaction records. describe an organic reaction: reactants, conditions, products, and yield Starting materials: FC(C1=CC=C(CC(C#N)C#N)C=C1)(F)F ((4-(trifluoromethyl)benzyl)malononitrile), compound ( 85 ), [H-].[Na+] (sodium hydride), BrCCCCl (1-bromo-3-chloropropane). Run in CN(C=O)C (N,N-dimethylformamide). Product: ClCCCC(C#N)(C#N)CC1=CC=C(C=C1)C(F)(F)F (2-(3-chloropropyl)-2-(4-(trifluoromethyl)benzyl)malononitrile). Yield: 50.8%. As a reaction SMILES: [F:1][C:2]([F:16])([F:15])[C:3]1[CH:14]=[CH:13][C:6]([CH2:7][CH:8]([C:11]#[N:12])[C:9]#[N:10])=[CH:5][CH:4]=1.[H-].[Na+].Br[CH2:20][CH2:21][CH2:22][Cl:23]>CN(C)C=O>[Cl:23][CH2:22][CH2:21][CH2:20][C:8]([CH2:7][C:6]1[CH:5]=[CH:4][C:3]([C:2]([F:15])([F:16])[F:1])=[CH:14][CH:13]=1)([C:11]#[N:12])[C:9]#[N:10] |f:1.2|. Reported procedure: Using 0.22 g of (4-(trifluoromethyl)benzyl)malononitrile, 3 ml of N,N-dimethylformamide, 0.05 g of sodium hydride (60% in oil), and 0.31 g of 1-bromo-3-chloropropane, and according to the process described in the Production Example 1, there was obtained 0.15 g of 2-(3-chloropropyl)-2-(4-(trifluoromethyl)benzyl)malononitrile (the present compound (85)).